This data is from the Open Reaction Database (ORD), a public repository of structured organic reaction records. The task is: describe an organic reaction: reactants, conditions, products, and yield The reactants are ClC1=NC=C(C(=N1)NC1=C(C=CC=C1)S(=O)(=O)C(C)C)C (2-Chloro-5-methyl-N-[2-(propan-2-ylsulfonyl)phenyl]-pyrimidin-4-amine), CP(=O)(C)C1=CC=C(C(=N1)OC)N (6-(Dimethylphosphoryl)-2-methoxypyridin-3-ylamine). The product is CP(=O)(C)C1=CC=C(C(=N1)OC)NC1=NC=C(C(=N1)NC1=C(C=CC=C1)S(=O)(=O)C(C)C)C (N2-[6-(dimethylphosphoryl)-2-methoxypyridin-3-yl]-5-methyl-N4-[2-(propan-2-ylsulfonyl)phenyl]pyrimidine-2,4-diamine). As a reaction SMILES: Cl[C:2]1[N:7]=[C:6]([NH:8][C:9]2[CH:14]=[CH:13][CH:12]=[CH:11][C:10]=2[S:15]([CH:18]([CH3:20])[CH3:19])(=[O:17])=[O:16])[C:5]([CH3:21])=[CH:4][N:3]=1.[CH3:22][P:23]([C:26]1[N:31]=[C:30]([O:32][CH3:33])[C:29]([NH2:34])=[CH:28][CH:27]=1)([CH3:25])=[O:24]>>[CH3:25][P:23]([C:26]1[N:31]=[C:30]([O:32][CH3:33])[C:29]([NH:34][C:2]2[N:7]=[C:6]([NH:8][C:9]3[CH:14]=[CH:13][CH:12]=[CH:11][C:10]=3[S:15]([CH:18]([CH3:20])[CH3:19])(=[O:17])=[O:16])[C:5]([CH3:21])=[CH:4][N:3]=2)=[CH:28][CH:27]=1)([CH3:22])=[O:24]. Reported procedure: This compound can be prepared as in Example 32 by reacting 2-Chloro-5-methyl-N-[2-(propan-2-ylsulfonyl)phenyl]-pyrimidin-4-amine with 6-(dimethylphosphoryl)-2-methoxypyridin-3-ylamine (prepared in Example 32). Starting materials: C(C)(C)C1OCC(N1)CC(C)C (2-isopropyl-4-isobutyl-1,3-oxazolidine), [BH4-].[Na+] (NaBH4). Solvent: CCO (EtOH). Conditions: time 8 hour. Product: CC(C[C@@H](CO)NCC(C)C)C ((2S)-4-methyl-2-(isobutylamino)pentan-1-ol). Yield: 85.2%. As a reaction SMILES: [CH:1]([CH:4]1[NH:8][CH:7]([CH2:9][CH:10]([CH3:12])[CH3:11])[CH2:6][O:5]1)([CH3:3])[CH3:2].[BH4-].[Na+]>CCO>[CH3:11][CH:10]([CH3:12])[CH2:9][C@H:7]([NH:8][CH2:4][CH:1]([CH3:3])[CH3:2])[CH2:6][OH:5] |f:1.2|. Procedure: To a solution of (4 g)-2-isopropyl-4-isobutyl-1,3-oxazolidine (223g, 1.3 mol) in EtOH (1.1 L) cooled to −13° C. with an ice/MeOH bath was added NaBH4 (70.3 g, 1.82 mol) in portions at such a rate that the reaction temp. did not exceed 10° C. (approximately 2 h). The reaction mixture was allowed to warm to room temp., stirred overnight, then filtered through a coarse sintered glass funnel. The resulting solids were washed with EtOH. The combined filtrate was concentrated under reduced pressure an... The reactants are [N+](=O)([O-])C1=CC=C(C=C1)O (4-nitrophenol), C[C@@H]1CN(CCC1)CCCO (3-[(3S)-3-methylpiperidin-1-yl]propan-1-ol), CO (methanol), O.C1(=CC=C(C=C1)S(=O)(=O)O)C (p-toluenesulfonic acid monohydrate). Run in C(C)(=O)OCC (ethyl acetate). Yields the product S(=O)(=O)(O)C1=CC=C(C)C=C1.C[C@@H]1CN(CCC1)CCCOC1=CC=C(N)C=C1 (4-{3-[(3S)-3-methylpiperidin-1-yl]propoxy}aniline monotosylate). Reaction SMILES: [N+:1]([C:4]1[CH:9]=[CH:8][C:7]([OH:10])=[CH:6][CH:5]=1)([O-])=O.[CH3:11][C@H:12]1[CH2:17][CH2:16][CH2:15][N:14]([CH2:18][CH2:19][CH2:20]O)[CH2:13]1.CO.O.[C:25]1([CH3:35])[CH:30]=[CH:29][C:28]([S:31]([OH:34])(=[O:33])=[O:32])=[CH:27][CH:26]=1>C(OCC)(=O)C>[S:31]([C:28]1[CH:29]=[CH:30][C:25]([CH3:35])=[CH:26][CH:27]=1)([OH:34])(=[O:33])=[O:32].[CH3:11][C@H:12]1[CH2:17][CH2:16][CH2:15][N:14]([CH2:18][CH2:19][CH2:20][O:10][C:7]2[CH:8]=[CH:9][C:4]([NH2:1])=[CH:5][CH:6]=2)[CH2:13]1 |f:3.4,6.7|. Procedure details: 4-{3-[(3S)-3-methylpiperidin-1-yl]propoxy}aniline was obtained as a light brown oily substance by the method according to Example 18, using 4-nitrophenol and 3-[(3S)-3-methylpiperidin-1-yl]propan-1-ol as starting materials. The obtained oily substance was dissolved in ethyl acetate, 1 Eq of a methanol solution of p-toluenesulfonic acid monohydrate was added, and the target compound was obtained as a light peach-colored solid by filtering off the solid produced. Reactants: O=C([O-])[O-], CC(C)=O, COc1cc(C)cc(-c2n[nH]cc2-c2cc(NCC(C)O)nc(Cl)n2)c1, N#CCI, [K+], [K+]. Yields the product COc1cc(C)cc(-c2nn(CC#N)cc2-c2cc(NCC(C)O)nc(Cl)n2)c1. RXN SMILES: [C:27](=[O:28])([O-:29])[O-:30].[CH3:37][C:38](=[O:39])[CH3:40].[Cl:1][c:2]1[n:3][c:4]([NH:22][CH2:23][CH:24]([CH3:25])[OH:26])[cH:5][c:6](-[c:8]2[c:9](-[c:13]3[cH:14][c:15]([O:20][CH3:21])[cH:16][c:17]([CH3:19])[cH:18]3)[n:10][nH:11][cH:12]2)[n:7]1.[I:33][CH2:34][C:35]#[N:36].[K+:31].[K+:32]>>[Cl:1][c:2]1[n:3][c:4]([NH:22][CH2:23][CH:24]([CH3:25])[OH:26])[cH:5][c:6](-[c:8]2[c:9](-[c:13]3[cH:14][c:15]([O:20][CH3:21])[cH:16][c:17]([CH3:19])[cH:18]3)[n:10][n:11]([CH2:34][C:35]#[N:36])[cH:12]2)[n:7]1.